Dataset: the Open Reaction Database (ORD), a public repository of structured organic reaction records. Task: describe an organic reaction: reactants, conditions, products, and yield Reactants: O=C([O-])[O-], CCOC(C)=O, Nc1ccccc1SCCCl, [I-], [K+], [K+], [Na+], CN(C)C=O. The product is c1ccc2c(c1)NCCS2. RXN SMILES: [C:12](=[O:13])([O-:14])[O-:15].[CH3:25][CH2:26][O:27][C:28](=[O:29])[CH3:30].[Cl:1][CH2:2][CH2:3][S:4][c:5]1[c:6]([NH2:7])[cH:8][cH:9][cH:10][cH:11]1.[I-:19].[K+:16].[K+:17].[Na+:18].[O:20]=[CH:21][N:22]([CH3:23])[CH3:24]>>[CH2:2]1[CH2:3][S:4][c:5]2[c:6]([cH:8][cH:9][cH:10][cH:11]2)[NH:7]1. Reactants: CC(C)(C)[Si](C)(C)OCC(O)C1CN(Cc2ccccc2)CC1c1ccc(F)c(F)c1, Oc1ccc(Cl)cn1. Yields the product CC(C)(C)[Si](C)(C)OCC(Oc1ccc(Cl)cn1)C1CN(Cc2ccccc2)CC1c1ccc(F)c(F)c1. As a reaction SMILES: [CH2:1]([c:2]1[cH:3][cH:4][cH:5][cH:6][cH:7]1)[N:8]1[CH2:9][CH:10]([CH:21]([CH2:22][O:23][Si:24]([CH3:25])([CH3:26])[C:27]([CH3:28])([CH3:29])[CH3:30])[OH:31])[CH:11]([c:13]2[cH:14][c:15]([F:20])[c:16]([F:19])[cH:17][cH:18]2)[CH2:12]1.[Cl:32][c:33]1[cH:34][cH:35][c:36]([OH:39])[n:37][cH:38]1>>[CH2:1]([c:2]1[cH:3][cH:4][cH:5][cH:6][cH:7]1)[N:8]1[CH2:9][CH:10]([CH:21]([CH2:22][O:23][Si:24]([CH3:25])([CH3:26])[C:27]([CH3:28])([CH3:29])[CH3:30])[O:31][c:36]2[cH:35][cH:34][c:33]([Cl:32])[cH:38][n:37]2)[CH:11]([c:13]2[cH:14][c:15]([F:20])[c:16]([F:19])[cH:17][cH:18]2)[CH2:12]1.